From a dataset of the Open Reaction Database (ORD), a public repository of structured organic reaction records. describe an organic reaction: reactants, conditions, products, and yield Starting materials: NC=1C=C(C=CC1)C=1N(C2=CC=CC=C2C1)C(=O)N (2-(3-aminophenyl)-1H-indole-1-carboxamide), C1(=CC(=CC=C1)C(=O)O)C (m-toluic acid), Cl.CN(CCCN=C=NCC)C (N-(3-dimethylaminopropyl)-N′-ethylcarbodiimide hydrochloride). Reagents/catalysts: CN(C1=CC=NC=C1)C (4-(dimethylamino)pyridine). Run in ClCCCl (DCE), C(C)(=O)OCC (ethyl acetate). Conditions: temperature 60 celsius, time 1 hour. Yields the product CC=1C=C(C(=O)NC=2C=C(C=CC2)C=2N(C3=CC=CC=C3C2)C(=O)N)C=CC1 (2-{3-[(3-methylbenzoyl)amino]phenyl}-1H-indole-1-carboxamide). Reaction SMILES: [NH2:1][C:2]1[CH:3]=[C:4]([C:8]2[N:9]([C:17]([NH2:19])=[O:18])[C:10]3[C:15]([CH:16]=2)=[CH:14][CH:13]=[CH:12][CH:11]=3)[CH:5]=[CH:6][CH:7]=1.[C:20]1([CH3:29])[CH:25]=[CH:24][CH:23]=[C:22]([C:26](O)=[O:27])[CH:21]=1.Cl.CN(C)CCCN=C=NCC>ClCCCl.CN(C)C1C=CN=CC=1.C(OCC)(=O)C>[CH3:29][C:20]1[CH:21]=[C:22]([CH:23]=[CH:24][CH:25]=1)[C:26]([NH:1][C:2]1[CH:3]=[C:4]([C:8]2[N:9]([C:17]([NH2:19])=[O:18])[C:10]3[C:15]([CH:16]=2)=[CH:14][CH:13]=[CH:12][CH:11]=3)[CH:5]=[CH:6][CH:7]=1)=[O:27] |f:2.3|. Procedure: To the solution of 2-(3-aminophenyl)-1H-indole-1-carboxamide (50.2 mg, 0.2 mmol, 1 eq) and m-toluic acid (27.5 mg, 1 eq) in anhydrous DCE (2 mL) was added 4-(dimethylamino)pyridine (4.9 mg, 0.2 eq) and N-(3-dimethylaminopropyl)-N′-ethylcarbodiimide hydrochloride (46.1 mg, 1.2 eq). After the reaction was stirred at 60° C. for 1 hour, it was diluted with ethyl acetate, washed sequentially with aqueous ammonium chloride, saturated aqueous sodium bicarbonate, brine, and lastly dried with anhydrous s... The reactants are ClC1=C(C(=C(C=C1)C1=NC(=CC(=C1F)NC(C1=CC=CC=C1)(C1=CC=CC=C1)C1=CC=CC=C1)C(OCC)OCC)F)OC (2-(4-chloro-2-fluoro-3-methoxyphenyl)-6-(diethoxymethyl)-3-fluoro-N-tritylpyridin-4-amine), CC#N (CH3CN), (N)H2SO4. Solvent: O (water). Reaction conditions: temperature 80 celsius, time 2 hour. Yields the product NC1=CC(=NC(=C1F)C1=C(C(=C(C=C1)Cl)OC)F)C=O (4-Amino-6-(4-chloro-2-fluoro-3-methoxyphenyl)-5-fluoropyridine-2-carbaldehyde). RXN SMILES: [Cl:1][C:2]1[CH:7]=[CH:6][C:5]([C:8]2[C:13]([F:14])=[C:12]([NH:15]C(C3C=CC=CC=3)(C3C=CC=CC=3)C3C=CC=CC=3)[CH:11]=[C:10]([CH:35](OCC)[O:36]CC)[N:9]=2)=[C:4]([F:42])[C:3]=1[O:43][CH3:44].CC#N>O>[NH2:15][C:12]1[C:13]([F:14])=[C:8]([C:5]2[CH:6]=[CH:7][C:2]([Cl:1])=[C:3]([O:43][CH3:44])[C:4]=2[F:42])[N:9]=[C:10]([CH:35]=[O:36])[CH:11]=1. Procedure details: A mixture of 2-(4-chloro-2-fluoro-3-methoxyphenyl)-6-(diethoxymethyl)-3-fluoro-N-tritylpyridin-4-amine (2.117 g, 3.44 mmol), CH3CN (15 mL), water (15 mL) and 1 normal (N)H2SO4 (7.5 mL) was placed in an oil bath and heated to 80° C. After 2 h at 80° C., an aliquot of the reaction mixture was partitioned between EtOAc and 10% sodium bicarbonate (NaHCO3) and analyzed by high-performance liquid chromatography (HPLC) and TLC (80/20 hexanes/EtOAc). TLC and HPLC analyses showed only a trace of the star... The reactants are N(=O)[O-].[Na+] (NaNO2), II (I2), NC=1C=CC(=C(C1)C(=O)C1=C(C=C(C=C1)NC1=C(C=C(C=C1)F)F)Cl)C ((5-Amino-2-methyl-phenyl)-[2-chloro-4-(2,4-difluoro-phenylamino)-phenyl]-methanone), Cl (HCl). Solvent: O (H2O), O (H2O), CC(=O)C (acetone), O (H2O), CCOC(=O)C (EtOAc). Run at time 0.5 hour. Yields the product ClC1=C(C=CC(=C1)NC1=C(C=C(C=C1)F)F)C(=O)C1=C(C=CC(=C1)I)C ([2-Chloro-4-(2,4-difluoro-phenylamino)-phenyl]-(5-iodo-2-methyl-phenyl)-methanone). Reaction SMILES: N[C:2]1[CH:3]=[CH:4][C:5]([CH3:26])=[C:6]([C:8]([C:10]2[CH:15]=[CH:14][C:13]([NH:16][C:17]3[CH:22]=[CH:21][C:20]([F:23])=[CH:19][C:18]=3[F:24])=[CH:12][C:11]=2[Cl:25])=[O:9])[CH:7]=1.Cl.N([O-])=O.[Na+].[I:32]I>CC(C)=O.O.CCOC(C)=O>[Cl:25][C:11]1[CH:12]=[C:13]([NH:16][C:17]2[CH:22]=[CH:21][C:20]([F:23])=[CH:19][C:18]=2[F:24])[CH:14]=[CH:15][C:10]=1[C:8]([C:6]1[CH:7]=[C:2]([I:32])[CH:3]=[CH:4][C:5]=1[CH3:26])=[O:9] |f:2.3|. Procedure: Compound 494 (0.62 g, 1.66 mmol) was dissolved in acetone (14 mL). Concentrated HCl (37%, 0.69 mL, 8.3 mmol) was added and the solution was cooled on an ice bath. NaNO2 (0.14 g, 1.99 mmol) was dissolved in H2O (1 mL) and added to the above solution during 15 minutes. The internal temperature was kept at 0° C.-2° C. during the addition. The suspension was stirred on an ice bath for 0.5 h, after which a solution of KI (0.41 g, 2.45 mmol) and I2 (0.31 g, 1.22 mmol) in H2O (4 mL) was added drop wise... The reactants are [BH4-], CCO, COc1ccc(-c2coc(C=O)n2)cc1, [Na+], O. The product is COc1ccc(-c2coc(CO)n2)cc1. As a reaction SMILES: [BH4-:16].[CH2:19]([OH:20])[CH3:21].[CH3:1][O:2][c:3]1[cH:4][cH:5][c:6](-[c:9]2[n:10][c:11]([CH:14]=[O:15])[o:12][cH:13]2)[cH:7][cH:8]1.[Na+:17].[OH2:18]>>[CH3:1][O:2][c:3]1[cH:4][cH:5][c:6](-[c:9]2[n:10][c:11]([CH2:14][OH:15])[o:12][cH:13]2)[cH:7][cH:8]1. The solvent is C1CCOC1 (THF), [Li+].[OH-].O (LiOH water). Starting materials: COC(CC1=CC(=CC=C1)NC1=NC=NC(=N1)NC1=CC(=CC=C1)Br)=O ({3-[4-(3-Bromo-phenylamino)-[1,3,5]triazin-2-ylamino]-phenyl)-acetic acid methyl ester). Reaction SMILES: C[O:2][C:3](=[O:26])[CH2:4][C:5]1[CH:10]=[CH:9][CH:8]=[C:7]([NH:11][C:12]2[N:17]=[C:16]([NH:18][C:19]3[CH:24]=[CH:23][CH:22]=[C:21]([Br:25])[CH:20]=3)[N:15]=[CH:14][N:13]=2)[CH:6]=1>C1COCC1.[Li+].[OH-].O>[Br:25][C:21]1[CH:20]=[C:19]([NH:18][C:16]2[N:15]=[CH:14][N:13]=[C:12]([NH:11][C:7]3[CH:6]=[C:5]([CH2:4][C:3]([OH:26])=[O:2])[CH:10]=[CH:9][CH:8]=3)[N:17]=2)[CH:24]=[CH:23][CH:22]=1 |f:2.3.4|. Yields the product BrC=1C=C(C=CC1)NC1=NC(=NC=N1)NC=1C=C(C=CC1)CC(=O)O ({3-[4-(3-bromo-phenylamino)-[1,3, 5]triazin-2-ylamino]-phenyl}-acetic acid). Reported procedure: {3-[4-(3-Bromo-phenylamino)-[1,3,5]triazin-2-ylamino]-phenyl)-acetic acid methyl ester (142 mg, 0.3425 mmol) was dissolved in THF (34.5 ml) and 1N LiOH/water (6.85 ml). The reaction was stirred vigorously at RT for 2 h. The organic solvent was evaporated off. The aqueous solution was acidified to pH 3 with 1N HCl, whereupon a white precipitate formed. The precipitate was filtered and dried under vacuum, giving {3-[4-(3-bromo-phenylamino)-[1,3, 5]triazin-2-ylamino]-phenyl}-acetic acid. MS m/z 401... Run at time 2 hour.